Dataset: the Open Reaction Database (ORD), a public repository of structured organic reaction records. Task: describe an organic reaction: reactants, conditions, products, and yield Run at time 8 hour. Yields the product FC=1C=C(C=CC(=O)NN2C(=O)NC(=O)C2)C=CC1 (1 -(m-Fluorocinnamamido)hydantoin). The solvent is N1=CC=CC=C1 (pyridine). As a reaction SMILES: [F:1][C:2]1[CH:3]=[C:4]([CH:10]=[CH:11][CH:12]=1)[CH:5]=[CH:6][C:7]([OH:9])=O.S(Cl)(Cl)=O.Cl.[NH2:18][N:19]1[CH2:25][C:23](=[O:24])[NH:22][C:20]1=[O:21]>N1C=CC=CC=1>[F:1][C:2]1[CH:3]=[C:4]([CH:10]=[CH:11][CH:12]=1)[CH:5]=[CH:6][C:7]([NH:18][N:19]1[CH2:25][C:23](=[O:24])[NH:22][C:20]1=[O:21])=[O:9] |f:2.3|. Reported procedure: To 99.5 g (0.6 mole) of m-fluorocinnamic acid was added dropwise thionyl chloride (600 ml) followed by heating at reflux for 2 hours. The excess thionyl chloride was removed in vacuo and the residue remaining flushed with dry benzene. The reaction residue was chilled on an ice bath followed by the rapid addition of 1-aminohydantoin hydrochloride (91 g, 0.6 mole). To the cold reaction mixture was added dropwise pyridine (600 ml). After the addition was complete the cold reaction mixture was heate... The reactants are HCl ice, FC=1C=C(C=CC(=O)O)C=CC1 (m-fluorocinnamic acid), S(=O)(Cl)Cl (thionyl chloride), Cl.NN1C(=O)NC(=O)C1 (1-aminohydantoin hydrochloride). The reactants are ClC1=NC=C(C=C1F)Br (2-chloro-3-fluoro-5-bromopyridine), C(=O)(OC(C)(C)C)N1CCNCC1 (N-Boc-piperazine), C(=O)([O-])[O-].[K+].[K+] (K2CO3), CS(=O)C (DMSO). Run in C(C)OCC (ethyl ether). Run at temperature 120 celsius. Yields the product BrC=1C=C(C(=NC1)N1CCN(CC1)C(=O)OC(C)(C)C)F (tert-butyl 4-(5-bromo-3-fluoropyridin-2-yl)piperazine-1-carboxylate). The yield is 25.5%. RXN SMILES: Cl[C:2]1[C:7]([F:8])=[CH:6][C:5]([Br:9])=[CH:4][N:3]=1.[C:10]([N:17]1[CH2:22][CH2:21][NH:20][CH2:19][CH2:18]1)([O:12][C:13]([CH3:16])([CH3:15])[CH3:14])=[O:11].C([O-])([O-])=O.[K+].[K+].CS(C)=O>C(OCC)C>[Br:9][C:5]1[CH:6]=[C:7]([F:8])[C:2]([N:20]2[CH2:19][CH2:18][N:17]([C:10]([O:12][C:13]([CH3:16])([CH3:15])[CH3:14])=[O:11])[CH2:22][CH2:21]2)=[N:3][CH:4]=1 |f:2.3.4|. Procedure: To a sealed vessel were added 2-chloro-3-fluoro-5-bromopyridine (1) (10.50 g, 50 mmol), N-Boc-piperazine (9.30 g, 50 mmol), K2CO3 (8.28 g, 60 mmol), and DMSO (40 mL). The resulting mixture was heated at 120° C. for 12 hrs, then cooled down and diluted with ethyl ether (200 mL). The solution was washed with water (80 mL×2), brine (100 mL), dried, and concentrated. The residue was suspended in hexanes (150 mL) and the precipitation was formed. After removed the solid, the remaining solvents which ... Starting materials: O=C([O-])[O-], CN(C)C=O, Cc1oc(-c2ccccc2)nc1COc1cccc(CCl)c1, [K+], [K+], O, O=C1c2ccccc2C(=O)N1O. The product is Cc1oc(-c2ccccc2)nc1COc1cccc(CON2C(=O)c3ccccc3C2=O)c1. Reaction SMILES: [C:35](=[O:36])([O-:37])[O-:38].[CH3:41][N:42]([CH3:43])[CH:44]=[O:45].[Cl:1][CH2:2][c:3]1[cH:4][c:5]([O:6][CH2:7][c:8]2[n:9][c:10](-[c:14]3[cH:15][cH:16][cH:17][cH:18][cH:19]3)[o:11][c:12]2[CH3:13])[cH:20][cH:21][cH:22]1.[K+:39].[K+:40].[OH2:46].[OH:23][N:24]1[C:25](=[O:34])[c:26]2[c:27]([cH:30][cH:31][cH:32][cH:33]2)[C:28]1=[O:29]>>[CH2:2]([c:3]1[cH:4][c:5]([O:6][CH2:7][c:8]2[n:9][c:10](-[c:14]3[cH:15][cH:16][cH:17][cH:18][cH:19]3)[o:11][c:12]2[CH3:13])[cH:20][cH:21][cH:22]1)[O:23][N:24]1[C:25](=[O:34])[c:26]2[c:27]([cH:30][cH:31][cH:32][cH:33]2)[C:28]1=[O:29].